From a dataset of the Open Reaction Database (ORD), a public repository of structured organic reaction records. describe an organic reaction: reactants, conditions, products, and yield The reactants are Example 1 ( a ), N[C@@H]1C(N(OC1)C1(OC(CC1)=O)C(=O)OC(C1=CC=CC=C1)C1=CC=CC=C1)=O (benzhydryl 2-[(4S)-4-amino-3-oxo-2-isoxazolidinyl]-5-oxo-2-tetrahydrofurancarboxylate), C(#N)/C=C/CC(=S)O ((E)-2-cyanovinylthioacetic acid), benzhydryl ester. The product is C(#N)/C=C/CC(=S)N[C@@H]1C(N(OC1)C1(OC(CC1)=O)C(=O)OC(C1=CC=CC=C1)C1=CC=CC=C1)=O (benzhydryl 2-((4S)-4-[(E)-2-cyanovinylthioacetamido]-3-oxo-2-isoxazolidinyl]-5-oxo-2-tetrahydrofurancarboxylate). As a reaction SMILES: [C:1](/[CH:3]=[CH:4]/[CH2:5][C:6](O)=[S:7])#[N:2].[NH2:9][C@H:10]1[CH2:14][O:13][N:12]([C:15]2([C:21]([O:23][CH:24]([C:31]3[CH:36]=[CH:35][CH:34]=[CH:33][CH:32]=3)[C:25]3[CH:30]=[CH:29][CH:28]=[CH:27][CH:26]=3)=[O:22])[CH2:19][CH2:18][C:17](=[O:20])[O:16]2)[C:11]1=[O:37]>>[C:1](/[CH:3]=[CH:4]/[CH2:5][C:6]([NH:9][C@H:10]1[CH2:14][O:13][N:12]([C:15]2([C:21]([O:23][CH:24]([C:31]3[CH:36]=[CH:35][CH:34]=[CH:33][CH:32]=3)[C:25]3[CH:30]=[CH:29][CH:28]=[CH:27][CH:26]=3)=[O:22])[CH2:19][CH2:18][C:17](=[O:20])[O:16]2)[C:11]1=[O:37])=[S:7])#[N:2]. Procedure details: A procedure similar to Example 1 (a), using 143 mg of (E)-2-cyanovinylthioacetic acid and 300 mg of benzhydryl ester of a deacetyl compound of TAN-588, gave 284 mg of benzhydryl 2-((4S)-4-[(E)-2-cyanovinylthioacetamido]-3-oxo-2-isoxazolidinyl]-5-oxo-2-tetrahydrofurancarboxylate. The reactants are N#CCC(O)CC(=O)O, CCCCCCC, CC(C)[N-]C(C)C, Cl, [Li+], C1CCOC1, C1CCOC1, CC(=O)N(c1ccccc1)c1ccccc1. The product is N#CCC(O)CC(=O)CC(=O)N(c1ccccc1)c1ccccc1. Reaction SMILES: [C:25](#[N:26])[CH2:27][CH:28]([CH2:29][C:30](=[O:31])[OH:32])[OH:33].[CH3:40][CH2:41][CH2:42][CH2:43][CH2:44][CH2:45][CH3:46].[CH:17]([N-:18][CH:19]([CH3:20])[CH3:21])([CH3:22])[CH3:23].[ClH:34].[Li+:24].[O:35]1[CH2:36][CH2:37][CH2:38][CH2:39]1.[O:47]1[CH2:48][CH2:49][CH2:50][CH2:51]1.[c:1]1([N:7]([C:8]([CH3:9])=[O:10])[c:11]2[cH:12][cH:13][cH:14][cH:15][cH:16]2)[cH:2][cH:3][cH:4][cH:5][cH:6]1>>[c:1]1([N:7]([C:8]([CH2:9][C:30]([CH2:29][CH:28]([CH2:27][C:25]#[N:26])[OH:33])=[O:31])=[O:10])[c:11]2[cH:12][cH:13][cH:14][cH:15][cH:16]2)[cH:2][cH:3][cH:4][cH:5][cH:6]1. Starting materials: COc1nc(OCc2ccccc2)ccc1F, O=C1CCC(=O)N1Br, CN(C)C=O. Yields the product COc1nc(OCc2ccccc2)c(Br)cc1F. RXN SMILES: [CH2:1]([c:2]1[cH:3][cH:4][cH:5][cH:6][cH:7]1)[O:8][c:9]1[cH:10][cH:11][c:12]([F:17])[c:13]([O:15][CH3:16])[n:14]1.[O:18]=[C:19]1[N:20]([Br:25])[C:21](=[O:22])[CH2:23][CH2:24]1.[O:26]=[CH:27][N:28]([CH3:29])[CH3:30]>>[CH2:1]([c:2]1[cH:3][cH:4][cH:5][cH:6][cH:7]1)[O:8][c:9]1[c:10]([Br:25])[cH:11][c:12]([F:17])[c:13]([O:15][CH3:16])[n:14]1. Starting materials: ClC1=CC=C(C=C1)C(C)(C)C. The reagents and catalysts are O1B(OC(C)(C)C1(C)C)B2OC(C)(C)C(O2)(C)C, N=1C=CC=CC1N2B(NC=3C=CC=CC32)B4NC=5C=CC=CC5N4C6=NC=CC=C6, C[OH2+].C[OH2+].C1CC=CCCC=C1.C1CC=CCCC=C1.[Ir].[Ir]. The solvent is O(C)C1CCCC1. Reaction conditions: temperature 100 celsius, time 16 hour. The product is ClC1=CC=C(C=C1B2OC(C)(C)C(O2)(C)C)C(C)(C)C. Isolated yield 80.0%. Procedure details: The general procedure A was followed using 1-(tert-butyl)-4-chlorobenzene (79.1 ul, 0.5 mmol) and B2pin2 (126.9 mg, 0.5 mmol, 1.0 eq.) as starting material. The resulting mixture was allowed to stir 16 hours at 100 oC. 5aa was obtained as white solid (118.0 mg, 80%) after purification by silica gel flash chromatography (EtOAc/PE=1:50 v/v). m.p.: 73-75 oC. Reported procedure: To a solution of N-isopropylcyclohexylamine (1.44 g, 10.0 mmol) (Aldrich) in dry tetrahydrofuran (20 mL) was added n-butyllithium (2.5 M in hexanes, 4.0 mL, 10.0 mmol) (Aldrich) at −78° C. under argon. After 30 minutes, a solution of 2,5-dimethoxyphenylacetic acid ethyl ester (2.24 g, 10.0 mmol) (Aldrich) in tetrahydrofuran (5 mL) was added by injection via a syringe and the reaction mixture was stirred at −78° C. for another 30 minutes. To the reaction mixture was added a solution of 2,4-dichlo... RXN SMILES: C(NC1CCCCC1)(C)C.C([Li])CCC.[CH2:16]([O:18][C:19](=[O:31])[CH2:20][C:21]1[CH:26]=[C:25]([O:27][CH3:28])[CH:24]=[CH:23][C:22]=1[O:29][CH3:30])[CH3:17].[Cl:32][C:33]1[N:38]=[C:37]([Cl:39])[C:36]([CH2:40]I)=[CH:35][N:34]=1>O1CCCC1.C(OCC)(=O)C>[CH2:16]([O:18][C:19](=[O:31])[CH:20]([C:21]1[CH:26]=[C:25]([O:27][CH3:28])[CH:24]=[CH:23][C:22]=1[O:29][CH3:30])[CH2:40][C:36]1[C:37]([Cl:39])=[N:38][C:33]([Cl:32])=[N:34][CH:35]=1)[CH3:17]. Reactants: C(C)(C)NC1CCCCC1 (N-isopropylcyclohexylamine), C(CCC)[Li] (n-butyllithium), C(C)OC(CC1=C(C=CC(=C1)OC)OC)=O (2,5-dimethoxyphenylacetic acid ethyl ester), ClC1=NC=C(C(=N1)Cl)CI (2,4-Dichloro-5-(iodomethyl)pyrimidine). The solvent is C(C)(=O)OCC (ethyl acetate), O1CCCC1 (tetrahydrofuran), O1CCCC1 (tetrahydrofuran), O1CCCC1 (tetrahydrofuran). Conditions: temperature -78 celsius, time 30 minute. Product: C(C)OC(C(CC=1C(=NC(=NC1)Cl)Cl)C1=C(C=CC(=C1)OC)OC)=O (3-(2,4-dichloro-pyrimidin-5-yl)-2-(2,5-dimethoxy-phenyl)-propionic acid ethyl ester). Starting materials: Oc1ccc(Br)cc1, CC(C)=O, ClCc1ccccc1, [I-], [K+], [K+], [Na+], O=C([O-])[O-]. Product: Brc1ccc(OCc2ccccc2)cc1. Reaction SMILES: [Br:1][c:2]1[cH:3][cH:4][c:5]([OH:8])[cH:6][cH:7]1.[CH3:25][C:26](=[O:27])[CH3:28].[Cl:17][CH2:18][c:19]1[cH:20][cH:21][cH:22][cH:23][cH:24]1.[I-:15].[K+:10].[K+:9].[Na+:16].[O-:11][C:12]([O-:13])=[O:14]>>[Br:1][c:2]1[cH:3][cH:4][c:5]([O:8][CH2:18][c:19]2[cH:20][cH:21][cH:22][cH:23][cH:24]2)[cH:6][cH:7]1.